Dataset: the Open Reaction Database (ORD), a public repository of structured organic reaction records. Task: describe an organic reaction: reactants, conditions, products, and yield The reactants are O=Cc1ccc(C(=O)O)cc1, CC(=O)c1cc(-c2ccc(C)cc2)c2c(c1)C(C)(C)CCC2(C)C, [K+], [OH-]. Product: Cc1ccc(-c2cc(C(=O)C=Cc3ccc(C(=O)O)cc3)cc3c2C(C)(C)CCC3(C)C)cc1. RXN SMILES: [C:25](=[O:26])([OH:27])[c:28]1[cH:29][cH:30][c:31]([CH:32]=[O:33])[cH:34][cH:35]1.[CH3:1][C:2]1([CH3:24])[c:3]2[c:4](-[c:17]3[cH:18][cH:19][c:20]([CH3:23])[cH:21][cH:22]3)[cH:5][c:6]([C:14]([CH3:15])=[O:16])[cH:7][c:8]2[C:9]([CH3:12])([CH3:13])[CH2:10][CH2:11]1.[K+:37].[OH-:36]>>[CH3:1][C:2]1([CH3:24])[c:3]2[c:4](-[c:17]3[cH:18][cH:19][c:20]([CH3:23])[cH:21][cH:22]3)[cH:5][c:6]([C:14]([CH:15]=[CH:32][c:31]3[cH:30][cH:29][c:28]([C:25](=[O:26])[OH:27])[cH:35][cH:34]3)=[O:16])[cH:7][c:8]2[C:9]([CH3:12])([CH3:13])[CH2:10][CH2:11]1. Reactants: ClC=1C(=NC=C(N1)N(C)C1CCC1)C=O (3-chloro-5-[cyclobutyl(methyl)amino]pyrazine-2-carbaldehyde), C(C1=CC=CC=C1)NC[C@H](COC)O ((2R)-1-(benzylamino)-3-methoxypropan-2-ol), C(C)(=O)O[BH-](OC(C)=O)OC(C)=O.[Na+] (sodium triacetoxyborohydride), C(O)([O-])=O.[Na+] (sodium hydrogen carbonate). The solvent is C(C)#N (acetonitrile), C(C)(=O)O (acetic acid). Reaction conditions: time 1 hour. Product: C(C1=CC=CC=C1)N(C[C@H](COC)O)CC1=NC=C(N=C1Cl)N(C)C1CCC1 ((2R)-1-[benzyl({3-chloro-5-[cyclobutyl(methyl)amino]pyrazin-2-yl}methyl)amino]-3-methoxypropan-2-ol). The yield is 83.3%. Reaction SMILES: [Cl:1][C:2]1[C:3]([CH:14]=O)=[N:4][CH:5]=[C:6]([N:8]([CH:10]2[CH2:13][CH2:12][CH2:11]2)[CH3:9])[N:7]=1.[CH2:16]([NH:23][CH2:24][C@@H:25]([OH:29])[CH2:26][O:27][CH3:28])[C:17]1[CH:22]=[CH:21][CH:20]=[CH:19][CH:18]=1.C(O[BH-](OC(=O)C)OC(=O)C)(=O)C.[Na+].C(=O)([O-])O.[Na+]>C(#N)C.C(O)(=O)C>[CH2:16]([N:23]([CH2:14][C:3]1[C:2]([Cl:1])=[N:7][C:6]([N:8]([CH:10]2[CH2:11][CH2:12][CH2:13]2)[CH3:9])=[CH:5][N:4]=1)[CH2:24][C@@H:25]([OH:29])[CH2:26][O:27][CH3:28])[C:17]1[CH:22]=[CH:21][CH:20]=[CH:19][CH:18]=1 |f:2.3,4.5|. Procedure: To a solution of 3-chloro-5-[cyclobutyl(methyl)amino]pyrazine-2-carbaldehyde (451 mg), (2R)-1-(benzylamino)-3-methoxypropan-2-ol (469 mg) and acetic acid (343 μL) in acetonitrile (10 mL) was added sodium triacetoxyborohydride (636 mg), and the mixture was stirred at room temperature for 1 hr. To the reaction mixture was added dropwise a saturated sodium hydrogen carbonate solution, and the mixture was extracted with ethyl acetate. The organic layer was washed with saturated brine and dried over ... The reactants are Cl.C(CCC)OC([C@@H](N)CCCNC(N)=N)OCCCC (L-argininal dibutyl acetal hydrochloride), CN1CCOCC1 (N-methylmorpholine), ClC(=O)OCC(C)C (isobutyl chloroformate), mixed acid anhydride, C(C1=CC=CC=C1)OC(=O)N[C@@H](CC(C)C)C(=O)O (N-benzyloxycarbonyl-L-leucine). Run in C(C)N(CC)CC (triethylamine), CN(C=O)C (dimethylformamide), CN(C=O)C (dimethylformamide). Run at temperature -15 celsius, time 5 minute. The product is C(CCC)OC([C@@H](NC([C@@H](NC(=O)OCC1=CC=CC=C1)CC(C)C)=O)CCCNC(N)=N)OCCCC (N-benzyloxycarbonyl-L-leucyl-L-argininal dibutyl acetal). Isolated yield 69.7%. As a reaction SMILES: [CH2:1]([O:8][C:9]([NH:11][C@H:12]([C:17]([OH:19])=O)[CH2:13][CH:14]([CH3:16])[CH3:15])=[O:10])[C:2]1[CH:7]=[CH:6][CH:5]=[CH:4][CH:3]=1.CN1CCOCC1.ClC(OCC(C)C)=O.Cl.[CH2:36]([O:40][CH:41]([O:51][CH2:52][CH2:53][CH2:54][CH3:55])[C@H:42]([CH2:44][CH2:45][CH2:46][NH:47][C:48](=[NH:50])[NH2:49])[NH2:43])[CH2:37][CH2:38][CH3:39]>CN(C)C=O.C(N(CC)CC)C>[CH2:52]([O:51][CH:41]([O:40][CH2:36][CH2:37][CH2:38][CH3:39])[C@H:42]([CH2:44][CH2:45][CH2:46][NH:47][C:48](=[NH:49])[NH2:50])[NH:43][C:17](=[O:19])[C@H:12]([CH2:13][CH:14]([CH3:15])[CH3:16])[NH:11][C:9]([O:8][CH2:1][C:2]1[CH:3]=[CH:4][CH:5]=[CH:6][CH:7]=1)=[O:10])[CH2:53][CH2:54][CH3:55] |f:3.4|. Reported procedure: In 25 ml of dimethylformamide was dissolved 2.65 g of N-benzyloxycarbonyl-L-leucine. After cooling to -15° C., 1.10 ml of N-methylmorpholine and then 1.37 ml of isobutyl chloroformate were added to the solution while stirring the solution at the same temperature. The mixture was sitrred at -15° C. for 5 minutes. On the other hand, 3.25 g of L-argininal dibutyl acetal hydrochloride (Example 2) was dissolved in 30 ml of dimethylformamide and 1.40 ml of triethylamine was added to the solution. The ... Reactants: Cc1ccc(S(=O)(=O)OCC2CCCN2C(=O)OCc2ccccc2)cc1, COc1ccccc1CN, CN1CCN(C)C1=O, CCN(C(C)C)C(C)C. Yields the product COc1ccccc1CNCC1CCCN1C(=O)OCc1ccccc1. As a reaction SMILES: [CH2:1]([c:2]1[cH:3][cH:4][cH:5][cH:6][cH:7]1)[O:8][C:9](=[O:10])[N:11]1[CH:12]([CH2:16][O:17][S:18]([c:19]2[cH:20][cH:21][c:22]([CH3:23])[cH:24][cH:25]2)(=[O:26])=[O:27])[CH2:13][CH2:14][CH2:15]1.[CH3:28][O:29][c:30]1[c:31]([CH2:32][NH2:33])[cH:34][cH:35][cH:36][cH:37]1.[CH3:47][N:48]1[CH2:49][CH2:50][N:51]([CH3:52])[C:53]1=[O:54].[CH:38]([N:39]([CH2:40][CH3:41])[CH:42]([CH3:43])[CH3:44])([CH3:45])[CH3:46]>>[CH2:1]([c:2]1[cH:3][cH:4][cH:5][cH:6][cH:7]1)[O:8][C:9](=[O:10])[N:11]1[CH:12]([CH2:16][NH:33][CH2:32][c:31]2[c:30]([O:29][CH3:28])[cH:37][cH:36][cH:35][cH:34]2)[CH2:13][CH2:14][CH2:15]1. Starting materials: CC(C)(C)OC(=O)c1ccc(Br)cc1NC(=O)c1cncc(-c2ccccc2)c1, CCN(CC)c1cccc(B2OC(C)(C)C(C)(C)O2)c1, COCCOC, ClC(Cl)Cl, [Na+], [Na+], O=C([O-])[O-], O, Cl[Pd]Cl, c1ccc(P(c2ccccc2)c2ccccc2)cc1, c1ccc(P(c2ccccc2)c2ccccc2)cc1. The product is CCN(CC)c1cccc(-c2ccc(C(=O)OC(C)(C)C)c(NC(=O)c3cncc(-c4ccccc4)c3)c2)c1. RXN SMILES: [Br:1][c:2]1[cH:3][c:4]([NH:15][C:16](=[O:17])[c:18]2[cH:19][n:20][cH:21][c:22](-[c:24]3[cH:25][cH:26][cH:27][cH:28][cH:29]3)[cH:23]2)[c:5]([C:6](=[O:7])[O:8][C:9]([CH3:10])([CH3:11])[CH3:12])[cH:13][cH:14]1.[CH2:36]([CH3:37])[N:38]([c:39]1[cH:40][c:41]([B:45]2[O:46][C:47]([CH3:48])([CH3:49])[C:50]([CH3:51])([CH3:52])[O:53]2)[cH:42][cH:43][cH:44]1)[CH2:54][CH3:55].[CH3:102][O:103][CH2:104][CH2:105][O:106][CH3:107].[CH:97]([Cl:98])([Cl:99])[Cl:100].[Na+:30].[Na+:31].[O-:32][C:33](=[O:34])[O-:35].[OH2:101].[Pd:56]([Cl:57])[Cl:58].[c:59]1([P:60]([c:61]2[cH:62][cH:63][cH:64][cH:65][cH:66]2)[c:67]2[cH:68][cH:69][cH:70][cH:71][cH:72]2)[cH:73][cH:74][cH:75][cH:76][cH:77]1.[c:78]1([P:79]([c:80]2[cH:81][cH:82][cH:83][cH:84][cH:85]2)[c:86]2[cH:87][cH:88][cH:89][cH:90][cH:91]2)[cH:92][cH:93][cH:94][cH:95][cH:96]1>>[c:2]1(-[c:41]2[cH:40][c:39]([N:38]([CH2:36][CH3:37])[CH2:54][CH3:55])[cH:44][cH:43][cH:42]2)[cH:3][c:4]([NH:15][C:16](=[O:17])[c:18]2[cH:19][n:20][cH:21][c:22](-[c:24]3[cH:25][cH:26][cH:27][cH:28][cH:29]3)[cH:23]2)[c:5]([C:6](=[O:7])[O:8][C:9]([CH3:10])([CH3:11])[CH3:12])[cH:13][cH:14]1.